Dataset: the Open Reaction Database (ORD), a public repository of structured organic reaction records. Task: describe an organic reaction: reactants, conditions, products, and yield The reactants are S(=O)(Cl)Cl (thionyl chloride), C(=O)(O)C12C3CCC(C(CCC1)C2)C3 (1-carboxytricyclo[4.3.1.12,5 ]undecane). Run in C1=CC=CC=C1 (benzene). The product is ClC(=O)C12C3CCC(C(CCC1)C2)C3 (1-chorocarbonyltricyclo[4.3.1.12,5 ]undecane). The yield is 92.0%. As a reaction SMILES: S(Cl)([Cl:3])=O.[C:5]([C:8]12[CH2:17][CH:13]([CH2:14][CH2:15][CH2:16]1)[CH:12]1[CH2:18][CH:9]2[CH2:10][CH2:11]1)(O)=[O:6]>C1C=CC=CC=1>[Cl:3][C:5]([C:8]12[CH2:17][CH:13]([CH2:14][CH2:15][CH2:16]1)[CH:12]1[CH2:18][CH:9]2[CH2:10][CH2:11]1)=[O:6]. Procedure: 68 ml of thionyl chloride was added dropwise to 46.0 g (0.24 mole) of 1-carboxytricyclo[4.3.1.12,5 ]undecane dissolved in 200 ml of benzene at room temperature. The resulting mixture was refluxed for 1.5 hours, and the excess thionyl chloride and benzene were distilled off under reduced pressure. The residue obtained was fractionally distilled under reduced pressure to afford 47.0 g (yield: 92%) of 1-chorocarbonyltricyclo[4.3.1.12,5 ]undecane having a boiling point of 101° c. (1 mmHg). Reactants: NC1=C(N=NN1CC1=C(C=CC=C1)F)C(=O)N (5-amino-1-(2-fluorobenzyl)-1H-1,2,3-triazole-4-carboxamide), C(=O)N (formamide), ice water. Product: FC1=C(CN2N=NC3=C2N=CNC3=O)C=CC=C1 (3-(2-fluorobenzyl)-3H,6H,7H-1,2,3-triazolo[4,5-d]pyrimidin-7-one). Reaction SMILES: [NH2:1][C:2]1[N:6]([CH2:7][C:8]2[CH:13]=[CH:12][CH:11]=[CH:10][C:9]=2[F:14])[N:5]=[N:4][C:3]=1[C:15]([NH2:17])=[O:16].[CH:18](N)=O>>[F:14][C:9]1[CH:10]=[CH:11][CH:12]=[CH:13][C:8]=1[CH2:7][N:6]1[C:2]2[N:1]=[CH:18][NH:17][C:15](=[O:16])[C:3]=2[N:4]=[N:5]1. Procedure details: 70,5 g (0.3 mol) of 5-amino-1-(2-fluorobenzyl)-1H-1,2,3-triazole-4-carboxamide and 339 g (300 ml; 7.53 mol) of formamide are heated at a gentle boil for 2 hours. The reaction solution is then allowed to cool to approximately 100° and poured onto 2 l of ice-water. The precipitated product is filtered off with suction and washed with water. Drying at 100° yields 3-(2-fluorobenzyl)-3H,6H,7H-1,2,3-triazolo[4,5-d]pyrimidin-7-one having a melting point of 215°-218°. Starting materials: ClC=1C=C(C=C(C1OCCCBr)Cl)OCC=C(Cl)Cl (3,5-dichloro-4-(3-bromopropyloxy)-1-(3,3-dichloro-2-propenyloxy)benzene), CN(C=O)C (N,N-dimethylformamide), crude product, C(C)OC1=CC=C(C(=O)O)C=C1 (4-ethoxybenzoic acid), C([O-])([O-])=O.[K+].[K+] (potassium carbonate). Run in O (water). Run at time 12 hour. The product is ClC=1C=C(C=C(C1OCCCOC(C1=CC=C(C=C1)OCC)=O)Cl)OCC=C(Cl)Cl (3,5-dichloro-4-(3-(4-ethoxybenzoyloxy)propyloxy)-1-(3,3-dichloro-2-propenyloxy)-benzene). Yield: 85.6%. RXN SMILES: [Cl:1][C:2]1[CH:3]=[C:4]([O:14][CH2:15][CH:16]=[C:17]([Cl:19])[Cl:18])[CH:5]=[C:6]([Cl:13])[C:7]=1[O:8][CH2:9][CH2:10][CH2:11]Br.[CH2:20]([O:22][C:23]1[CH:31]=[CH:30][C:26]([C:27]([OH:29])=[O:28])=[CH:25][CH:24]=1)[CH3:21].C(=O)([O-])[O-].[K+].[K+].CN(C)C=O>O>[Cl:1][C:2]1[CH:3]=[C:4]([O:14][CH2:15][CH:16]=[C:17]([Cl:19])[Cl:18])[CH:5]=[C:6]([Cl:13])[C:7]=1[O:8][CH2:9][CH2:10][CH2:11][O:29][C:27](=[O:28])[C:26]1[CH:25]=[CH:24][C:23]([O:22][CH2:20][CH3:21])=[CH:31][CH:30]=1 |f:2.3.4|. Reported procedure: In a reaction vessel were placed 0.29 g of 3,5-dichloro-4-(3-bromopropyloxy)-1-(3,3-dichloro-2-propenyloxy)benzene, 0.12 g of 4-ethoxybenzoic acid, 0.12 g of potassium carbonate and 10 ml of N,N-dimethylformamide, followed by stirring at room temperature for 12 hours. The reaction mixture was poured into water, and extracted twice with 50 ml of diethyl ether. The combined ether layer was washed with water, dried with anhydrous magnesium sulfate, and concentrated to obtain a crude product. The cr... Reactants: ClCCCCN1N=CC(NC1=O)=O (2-(4-chloro-butyl)-2H-[1,2,4]triazine-3,5-dione), C(C)(C)(C)C1=NC(=CC(=N1)N1CCNCC1)CCC (2-tert-butyl-4-piperazin-1-yl-6-propylpyrimidine). The product is C(C)(C)(C)C1=NC(=CC(=N1)N1CCN(CC1)CCCCN1N=CC(NC1=O)=O)CCC (2-{4-[4-(2-tert-Butyl-6-propyl-pyrimidin-4-yl)-piperazin-1-yl]butyl}-2H-[1,2,4]triazine-3,5-dione). RXN SMILES: Cl[CH2:2][CH2:3][CH2:4][CH2:5][N:6]1[C:11](=[O:12])[NH:10][C:9](=[O:13])[CH:8]=[N:7]1.[C:14]([C:18]1[N:23]=[C:22]([N:24]2[CH2:29][CH2:28][NH:27][CH2:26][CH2:25]2)[CH:21]=[C:20]([CH2:30][CH2:31][CH3:32])[N:19]=1)([CH3:17])([CH3:16])[CH3:15]>>[C:14]([C:18]1[N:23]=[C:22]([N:24]2[CH2:29][CH2:28][N:27]([CH2:2][CH2:3][CH2:4][CH2:5][N:6]3[C:11](=[O:12])[NH:10][C:9](=[O:13])[CH:8]=[N:7]3)[CH2:26][CH2:25]2)[CH:21]=[C:20]([CH2:30][CH2:31][CH3:32])[N:19]=1)([CH3:17])([CH3:16])[CH3:15]. Reported procedure: 2-{4-[4-(2-tert-Butyl-6-propyl-pyrimidin-4-yl)-piperazin-1-yl]butyl}-2H-[1,2,4]triazine-3,5-dione was prepared from 2-(4-chloro-butyl)-2H-[1,2,4]triazine-3,5-dione and 2-tert-butyl-4-piperazin-1-yl-6-propylpyrimidine by analogy to the process described in example 1. The reactants are C(=O)(O)CCSC1C2=C(OCC3=C1C=CC=C3)C=CC(=C2)OCC2=NC3=CC(=CC=C3C=C2)Cl (11-(2-Carboxyethylthio)-2-(7-chloroquinolin-2-yl)methoxy-6,11-dihydrodibenz[b,e]oxepine), CC1=C(C=CC=C1)S(=O)(=O)N (2-methylbenzenesulfonamide). Yields the product ClC1=CC=C2C=CC(=NC2=C1)COC1=CC2=C(OCC3=C(C2SCCC(=O)NS(=O)(=O)C2=C(C=CC=C2)C)C=CC=C3)C=C1 (2-(7-Chloroquinolin-2-yl)methoxy-11-[2-[(2-methylphenylsulfonyl)aminocarbonyl]ethylthio]-6,11-dihydrodibenz[B,e]oxepine). Reported procedure: 11-(2-Carboxyethylthio)-2-(7-chloroquinolin-2-yl)methoxy-6,11-dihydrodibenz[b,e]oxepine and 2-methylbenzenesulfonamide were used and reacted in the same manner as in Example 39 to obtain the title compound. RXN SMILES: [C:1]([CH2:4][CH2:5][S:6][CH:7]1[C:13]2[CH:14]=[CH:15][CH:16]=[CH:17][C:12]=2[CH2:11][O:10][C:9]2[CH:18]=[CH:19][C:20]([O:22][CH2:23][C:24]3[CH:33]=[CH:32][C:31]4[C:26](=[CH:27][C:28]([Cl:34])=[CH:29][CH:30]=4)[N:25]=3)=[CH:21][C:8]1=2)(O)=[O:2].[CH3:35][C:36]1[CH:41]=[CH:40][CH:39]=[CH:38][C:37]=1[S:42]([NH2:45])(=[O:44])=[O:43]>>[Cl:34][C:28]1[CH:27]=[C:26]2[C:31]([CH:32]=[CH:33][C:24]([CH2:23][O:22][C:20]3[CH:19]=[CH:18][C:9]4[O:10][CH2:11][C:12]5[CH:17]=[CH:16][CH:15]=[CH:14][C:13]=5[CH:7]([S:6][CH2:5][CH2:4][C:1]([NH:45][S:42]([C:37]5[CH:38]=[CH:39][CH:40]=[CH:41][C:36]=5[CH3:35])(=[O:44])=[O:43])=[O:2])[C:8]=4[CH:21]=3)=[N:25]2)=[CH:30][CH:29]=1.